Dataset: the Open Reaction Database (ORD), a public repository of structured organic reaction records. Task: describe an organic reaction: reactants, conditions, products, and yield Starting materials: C(C)(C)(C)OC(=O)\N=C(\N[C@@H]1[C@H]([C@@H](C=C(C1)C(=O)O)OC(CC)CC)NC(C(F)F)=O)/NC(=O)OC(C)(C)C ((3R,4R,5S)-5-((Z)-2,3-bis(tert-butoxycarbonyl)guanidino)-4-(2,2-difluoroacetamido)-3-(pentan-3-yloxy)cyclohex-1-enecarboxylic acid). Solvent: solution, FC(C(=O)O)(F)F (trifluoroacetic acid), C(Cl)Cl (methylene chloride). Conditions: time 12 hour. Yields the product FC(C(=O)N[C@H]1[C@@H](C=C(C[C@@H]1NC(=N)N)C(=O)O)OC(CC)CC)F ((3R,4R,5S)-4-(2,2-difluoroacetamido)-5-guanidino-3-(pentan-3-yloxy)cyclohex-1-enecarboxylic acid). RXN SMILES: C(OC(/[N:8]=[C:9](\[NH:32]C(OC(C)(C)C)=O)/[NH:10][C@H:11]1[CH2:16][C:15]([C:17]([OH:19])=[O:18])=[CH:14][C@@H:13]([O:20][CH:21]([CH2:24][CH3:25])[CH2:22][CH3:23])[C@@H:12]1[NH:26][C:27](=[O:31])[CH:28]([F:30])[F:29])=O)(C)(C)C>FC(F)(F)C(O)=O.C(Cl)Cl>[F:29][CH:28]([F:30])[C:27]([NH:26][C@@H:12]1[C@@H:11]([NH:10][C:9]([NH2:32])=[NH:8])[CH2:16][C:15]([C:17]([OH:19])=[O:18])=[CH:14][C@H:13]1[O:20][CH:21]([CH2:24][CH3:25])[CH2:22][CH3:23])=[O:31]. Procedure: To a solution of (3R,4R,5S)-ethyl 5-((Z)-2,3-bis(tert-butoxycarbonyl)guanidino-4-(2,2-difluoroacetamido)-3-(pentan-3-yloxy)cyclohex-1-enecarboxylate 6b (250 mg) in dioxane (5 ml) 5% solution of lithium hydroxide (2.5 ml) was added and the reaction mixture was stirred at room temperature for 45 min. Then lithium hydroxide was passivated by adding acetic acid (300 mcl), the solvents were evaporated in vacuo. The solid was extracted with isopropyl alcohol, the extract was dried over Na2SO4 and evap... Reaction SMILES: [I+3:1]([O-:2])([O-:3])([O-:4])[O-:5].[Na+:6].[O:22]1[CH2:23][CH2:24][O:25][CH2:26][CH2:27]1.[OH2:21].[OH:7][CH2:8][C:9]1([OH:20])[CH2:10][O:11][c:12]2[c:13]([cH:16][cH:17][cH:18][cH:19]2)[CH:14]=[CH:15]1>>[C:9]1(=[O:20])[CH2:10][O:11][c:12]2[c:13]([cH:16][cH:17][cH:18][cH:19]2)[CH:14]=[CH:15]1. Reactants: [O-][I+3]([O-])([O-])[O-], [Na+], C1COCCO1, O, OCC1(O)C=Cc2ccccc2OC1. Product: O=C1C=Cc2ccccc2OC1. Starting materials: CCCCP(CCCC)CCCC, Cc1ccccc1, CCNC(=O)c1ccc(-n2nnc(C(=O)NC3CC3)c2CCCO)cc1, Oc1ccc(OC(F)(F)F)cc1, O=C(N=NC(=O)N1CCCCC1)N1CCCCC1. Product: CCNC(=O)c1ccc(-n2nnc(C(=O)NC3CC3)c2CCCOc2ccc(OC(F)(F)F)cc2)cc1. As a reaction SMILES: [CH2:13]([P:14]([CH2:15][CH2:16][CH2:17][CH3:18])[CH2:19][CH2:20][CH2:21][CH3:22])[CH2:23][CH2:24][CH3:25].[CH3:70][c:71]1[cH:72][cH:73][cH:74][cH:75][cH:76]1.[CH:26]1([NH:29][C:30](=[O:31])[c:32]2[n:33][n:34][n:35](-[c:41]3[cH:42][cH:43][c:44]([C:47](=[O:48])[NH:49][CH2:50][CH3:51])[cH:45][cH:46]3)[c:36]2[CH2:37][CH2:38][CH2:39][OH:40])[CH2:27][CH2:28]1.[F:1][C:2]([O:3][c:4]1[cH:5][cH:6][c:7]([OH:10])[cH:8][cH:9]1)([F:11])[F:12].[N:52]([C:53]([N:54]1[CH2:55][CH2:56][CH2:57][CH2:58][CH2:59]1)=[O:60])=[N:61][C:62]([N:63]1[CH2:64][CH2:65][CH2:66][CH2:67][CH2:68]1)=[O:69]>>[F:1][C:2]([O:3][c:4]1[cH:5][cH:6][c:7]([O:10][CH2:39][CH2:38][CH2:37][c:36]2[c:32]([C:30]([NH:29][CH:26]3[CH2:27][CH2:28]3)=[O:31])[n:33][n:34][n:35]2-[c:41]2[cH:42][cH:43][c:44]([C:47](=[O:48])[NH:49][CH2:50][CH3:51])[cH:45][cH:46]2)[cH:8][cH:9]1)([F:11])[F:12]. Reactants: Cc1cc(N2CCCN(Cc3ccc4c(c3)OCO4)C2=O)ccc1Oc1ccc(Br)cn1, Br, C[Si](C)(C)[N-][Si](C)(C)C, Cc1ccccc1, CC(=O)c1ccc(C(F)(F)F)cc1, [K+], O=C(C=Cc1ccccc1)C=Cc1ccccc1, O=C(C=Cc1ccccc1)C=Cc1ccccc1, O=C(C=Cc1ccccc1)C=Cc1ccccc1, O, [Pd], [Pd]. As a reaction SMILES: [Br:1][c:2]1[cH:3][cH:4][c:5]([O:8][c:9]2[c:10]([CH3:32])[cH:11][c:12]([N:15]3[C:16](=[O:31])[N:17]([CH2:21][c:22]4[cH:23][c:24]5[c:28]([cH:29][cH:30]4)[O:27][CH2:26][O:25]5)[CH2:18][CH2:19][CH2:20]3)[cH:13][cH:14]2)[n:6][cH:7]1.[BrH:56].[CH3:46][Si:47]([N-:48][Si:49]([CH3:50])([CH3:51])[CH3:52])([CH3:53])[CH3:54].[CH3:57][c:58]1[cH:59][cH:60][cH:61][cH:62][cH:63]1.[F:33][C:34]([c:35]1[cH:36][cH:37][c:38]([C:41]([CH3:42])=[O:43])[cH:39][cH:40]1)([F:44])[F:45].[K+:55].[O:102]=[C:103]([CH:104]=[CH:105][c:106]1[cH:107][cH:108][cH:109][cH:110][cH:111]1)[CH:112]=[CH:113][c:114]1[cH:115][cH:116][cH:117][cH:118][cH:119]1.[O:66]=[C:67]([CH:68]=[CH:69][c:70]1[cH:71][cH:72][cH:73][cH:74][cH:75]1)[CH:76]=[CH:77][c:78]1[cH:79][cH:80][cH:81][cH:82][cH:83]1.[O:84]=[C:85]([CH:86]=[CH:87][c:88]1[cH:89][cH:90][cH:91][cH:92][cH:93]1)[CH:94]=[CH:95][c:96]1[cH:97][cH:98][cH:99][cH:100][cH:101]1.[OH2:120].[Pd:64].[Pd:65]>>[BrH:1].[c:2]1([CH2:42][C:41]([c:38]2[cH:37][cH:36][c:35]([C:34]([F:33])([F:44])[F:45])[cH:40][cH:39]2)=[O:43])[cH:3][cH:4][c:5]([O:8][c:9]2[c:10]([CH3:32])[cH:11][c:12]([N:15]3[C:16](=[O:31])[N:17]([CH2:21][c:22]4[cH:23][c:24]5[c:28]([cH:29][cH:30]4)[O:27][CH2:26][O:25]5)[CH2:18][CH2:19][CH2:20]3)[cH:13][cH:14]2)[n:6][cH:7]1. Product: Br, Cc1cc(N2CCCN(Cc3ccc4c(c3)OCO4)C2=O)ccc1Oc1ccc(CC(=O)c2ccc(C(F)(F)F)cc2)cn1. The reactants are BrC(C)C=1C(=NC(=NC1C)C1=CC=CC=C1)C1=CC(=CC=C1)[N+](=O)[O-] (5-(1-bromoethyl)-6-methyl-4-(3-nitrophenyl)-2-phenylpyrimidine), CN1CCNCC1 (N-methylpiperazine). Run in C(C)(C)O (isopropylalcohol). Product: CC1=C(C(=NC(=N1)C1=CC=CC=C1)C1=CC(=CC=C1)[N+](=O)[O-])C(C)N1CCN(CC1)C (6-methyl-5-[1-(4-methylpiperazin-1-yl)ethyl]-4-(3-nitrophenyl)-2-phenylpyrimidine). Isolated yield 32.4%. Reaction SMILES: Br[CH:2]([C:4]1[C:5]([C:17]2[CH:22]=[CH:21][CH:20]=[C:19]([N+:23]([O-:25])=[O:24])[CH:18]=2)=[N:6][C:7]([C:11]2[CH:16]=[CH:15][CH:14]=[CH:13][CH:12]=2)=[N:8][C:9]=1[CH3:10])[CH3:3].[CH3:26][N:27]1[CH2:32][CH2:31][NH:30][CH2:29][CH2:28]1>C(O)(C)C>[CH3:10][C:9]1[N:8]=[C:7]([C:11]2[CH:16]=[CH:15][CH:14]=[CH:13][CH:12]=2)[N:6]=[C:5]([C:17]2[CH:22]=[CH:21][CH:20]=[C:19]([N+:23]([O-:25])=[O:24])[CH:18]=2)[C:4]=1[CH:2]([N:30]1[CH2:31][CH2:32][N:27]([CH3:26])[CH2:28][CH2:29]1)[CH3:3]. Procedure details: A mixture of 5-(1-bromoethyl)-6-methyl-4-(3-nitrophenyl)-2-phenylpyrimidine (1.5 g) and N-methylpiperazine (1.13 g) in isopropylalcohol (15 ml) was refluxed for 1.5 hours. The reaction mixture was evaporated in vacuo. The residue was chromatographed on allumina eluting with a mixture of ethyl acetate and n-hexane (1:20). The fractions containing the desired product were combined and concentrated in vacuo. The residue was crystallized from a mixture of n-hexane and diethyl ether to give 6-methyl-...